This data is from the Open Reaction Database (ORD), a public repository of structured organic reaction records. The task is: describe an organic reaction: reactants, conditions, products, and yield Product: COC(=O)C1CN(C(=O)OC(C)(C)C)CCN1c1cccc(Cl)c1. As a reaction SMILES: [Br:18][c:19]1[cH:20][c:21]([Cl:25])[cH:22][cH:23][cH:24]1.[C:72](=[O:73])([O-:74])[O-:75].[CH3:78][c:79]1[cH:80][cH:81][cH:82][cH:83][cH:84]1.[Cs+:76].[Cs+:77].[N:1]1([C:11](=[O:12])[O:13][C:14]([CH3:15])([CH3:16])[CH3:17])[CH2:2][CH:3]([C:7](=[O:8])[O:9][CH3:10])[NH:4][CH2:5][CH2:6]1.[O:105]=[C:106]([CH:107]=[CH:108][c:109]1[cH:110][cH:111][cH:112][cH:113][cH:114]1)[CH:115]=[CH:116][c:117]1[cH:118][cH:119][cH:120][cH:121][cH:122]1.[O:123]=[C:124]([CH:125]=[CH:126][c:127]1[cH:128][cH:129][cH:130][cH:131][cH:132]1)[CH:133]=[CH:134][c:135]1[cH:136][cH:137][cH:138][cH:139][cH:140]1.[O:87]=[C:88]([CH:89]=[CH:90][c:91]1[cH:92][cH:93][cH:94][cH:95][cH:96]1)[CH:97]=[CH:98][c:99]1[cH:100][cH:101][cH:102][cH:103][cH:104]1.[Pd:85].[Pd:86].[cH:26]1[cH:27][cH:28][c:29]([P:30]([c:31]2[cH:32][cH:33][c:34]3[c:35]([cH:36][cH:37][cH:38][cH:39]3)[c:40]2-[c:41]2[c:42]3[c:43]([cH:44][cH:45][cH:46][cH:47]3)[cH:48][cH:49][c:50]2[P:51]([c:52]2[cH:53][cH:54][cH:55][cH:56][cH:57]2)[c:58]2[cH:59][cH:60][cH:61][cH:62][cH:63]2)[c:64]2[cH:65][cH:66][cH:67][cH:68][cH:69]2)[cH:70][cH:71]1>>[N:1]1([C:11](=[O:12])[O:13][C:14]([CH3:15])([CH3:16])[CH3:17])[CH2:2][CH:3]([C:7](=[O:8])[O:9][CH3:10])[N:4]([c:19]2[cH:20][c:21]([Cl:25])[cH:22][cH:23][cH:24]2)[CH2:5][CH2:6]1. The reactants are Clc1cccc(Br)c1, O=C([O-])[O-], Cc1ccccc1, [Cs+], [Cs+], COC(=O)C1CN(C(=O)OC(C)(C)C)CCN1, O=C(C=Cc1ccccc1)C=Cc1ccccc1, O=C(C=Cc1ccccc1)C=Cc1ccccc1, O=C(C=Cc1ccccc1)C=Cc1ccccc1, [Pd], [Pd], c1ccc(P(c2ccccc2)c2ccc3ccccc3c2-c2c(P(c3ccccc3)c3ccccc3)ccc3ccccc23)cc1. The solvent is C(C)(=O)O (acetic acid). Reaction conditions: time 17 hour. The product is C[C@H]1CC[C@H](CC1)N1CCN(CC1)C1=CC=C(C(=O)OCC)C=C1 (ethyl 4-[4-(cis-4-methylcyclohexyl)piperazin-1-yl]benzoate), C[C@@H]1CC[C@H](CC1)N1CCN(CC1)C1=CC=C(C(=O)OCC)C=C1 (ethyl 4-[4-(trans-4-methylcyclohexyl)piperazin-1-yl]benzoate). The reactants are ice, N1(CCNCC1)C1=CC=C(C(=O)OCC)C=C1 (ethyl 4-(piperazin-1-yl)benzoate), CC1CCC(CC1)=O (4-methylcyclohexanone), CO (methanol), C(#N)[BH3-].[Na+] (sodium cyanoborohydride). Procedure details: To an ice-cooled solution of ethyl 4-(piperazin-1-yl)benzoate (2.00 g) and 4-methylcyclohexanone (1.05 ml) in a mixed solvent of methanol (40 ml) and acetic acid (1.47 ml) was added sodium cyanoborohydride (0.59 g) in a stream of nitrogen. The mixture was stirred at this temperature for 1 hour and at room temperature for 17 hours. The reaction mixture was quenched with saturated aqueous sodium hydrogen carbonate solution and the resulting precipitate was collected by filtration, washed thoroughl... Reaction SMILES: [N:1]1([C:7]2[CH:17]=[CH:16][C:10]([C:11]([O:13][CH2:14][CH3:15])=[O:12])=[CH:9][CH:8]=2)[CH2:6][CH2:5][NH:4][CH2:3][CH2:2]1.[CH3:18][CH:19]1[CH2:24][CH2:23][C:22](=O)[CH2:21][CH2:20]1.CO.C([BH3-])#N.[Na+]>C(O)(=O)C>[CH3:18][C@@H:19]1[CH2:24][CH2:23][C@H:22]([N:4]2[CH2:3][CH2:2][N:1]([C:7]3[CH:8]=[CH:9][C:10]([C:11]([O:13][CH2:14][CH3:15])=[O:12])=[CH:16][CH:17]=3)[CH2:6][CH2:5]2)[CH2:21][CH2:20]1.[CH3:18][C@H:19]1[CH2:24][CH2:23][C@H:22]([N:4]2[CH2:3][CH2:2][N:1]([C:7]3[CH:8]=[CH:9][C:10]([C:11]([O:13][CH2:14][CH3:15])=[O:12])=[CH:16][CH:17]=3)[CH2:6][CH2:5]2)[CH2:21][CH2:20]1 |f:3.4|.